From a dataset of the Open Reaction Database (ORD), a public repository of structured organic reaction records. describe an organic reaction: reactants, conditions, products, and yield Starting materials: C1CCOC1 (THF), C1(CCCCC1)C(=O)C=1C(=NC(=CC1)C)NCC (3-cyclohexanecarbonyl-2-ethylamino-6-methylpyridine), ClC(C(=O)OCC)CCC(=O)[O-] (monoethyl chloroglutarate), N1=C(C=CC=C1C)C (2,6-lutidine). Solvent: O (water). Reaction conditions: temperature 60 celsius. Product: C1(CCCCC1)C1=C(C(N(C2=NC(=CC=C12)C)CC)=O)CCC(=O)O (3-(4-cyclohexyl-1-ethyl-7-methyl-2-oxo-1,2-dihydro-1,8-naphthyridin-3-yl)propanoic acid). RXN SMILES: C1COCC1.[CH:6]1([C:12]([C:14]2[C:15]([NH:21][CH2:22][CH3:23])=[N:16][C:17]([CH3:20])=[CH:18][CH:19]=2)=O)[CH2:11][CH2:10][CH2:9][CH2:8][CH2:7]1.Cl[CH:25]([CH2:31][CH2:32][C:33]([O-:35])=O)[C:26]([O:28]CC)=[O:27].N1C(C)=CC=CC=1C>O>[CH:6]1([C:12]2[C:14]3[C:15](=[N:16][C:17]([CH3:20])=[CH:18][CH:19]=3)[N:21]([CH2:22][CH3:23])[C:33](=[O:35])[C:32]=2[CH2:31][CH2:25][C:26]([OH:28])=[O:27])[CH2:7][CH2:8][CH2:9][CH2:10][CH2:11]1. Procedure details: To a 20 ml THF solution containing 2.34 g of 3-cyclohexanecarbonyl-2-ethylamino-6-methylpyridine were added 3 ml of monoethyl chloroglutarate and 2.8 ml of 2,6-lutidine, followed by stirring under heating at an oil bath temperature of 60° C. for 1 hour. After the reaction mixture was cooled to room temperature, water was added thereto, and the whole was extracted with ethyl acetate. The organic layer was washed with 3M hydrochloric acid, saturated sodium bicarbonate aqueous solution and saturate...